This data is from the Open Reaction Database (ORD), a public repository of structured organic reaction records. The task is: describe an organic reaction: reactants, conditions, products, and yield The reactants are O=C(n1ccnc1)n1ccnc1, CN(C)CCCN, O=C(O)c1ccc(-c2nnc(CCCCOc3ccccc3)o2)cc1. RXN SMILES: [C:26]([n:27]1[cH:28][cH:29][n:30][cH:31]1)([n:32]1[cH:33][cH:34][n:35][cH:36]1)=[O:37].[CH3:38][N:39]([CH2:40][CH2:41][CH2:42][NH2:43])[CH3:44].[O:1]([c:2]1[cH:3][cH:4][cH:5][cH:6][cH:7]1)[CH2:8][CH2:9][CH2:10][CH2:11][c:12]1[n:13][n:14][c:15](-[c:17]2[cH:18][cH:19][c:20]([C:21](=[O:22])[OH:23])[cH:24][cH:25]2)[o:16]1>>[O:1]([c:2]1[cH:3][cH:4][cH:5][cH:6][cH:7]1)[CH2:8][CH2:9][CH2:10][CH2:11][c:12]1[n:13][n:14][c:15](-[c:17]2[cH:18][cH:19][c:20]([C:21](=[O:23])[NH:43][CH2:42][CH2:41][CH2:40][N:39]([CH3:38])[CH3:44])[cH:24][cH:25]2)[o:16]1. Product: CN(C)CCCNC(=O)c1ccc(-c2nnc(CCCCOc3ccccc3)o2)cc1. Starting materials: COC1=C(\C=C/2\C(N(CC(NC2)=O)S(=O)(=O)C2=CC=C(C=C2)Cl)=O)C=C(C=C1)OCOC ((6E)-6-[2-methoxy-5-(methoxymethoxy)benzylidene]-4-[(4-chlorophenyl)sulfonyl]-1,4-diazepan-2,5-dione), OC1=C(\C=C/2\C(N(CC(NC2)=O)S(=O)(=O)C2=CC=C(C=C2)Cl)=O)C=C(C=C1)C ((6E)-6-(2-hydroxy-5-methylbenzylidene)-4-[(4-chlorophenyl)sulfonyl]-1,4-diazepan-2,5-dione). The product is COCOC1=C(\C=C/2\C(N(CC(NC2)=O)S(=O)(=O)C2=CC=C(C=C2)Cl)=O)C=C(C=C1)C ((6E)-6-[2-(methoxymethoxy)-5-methylbenzylidene]-4-[(4-chlorophenyl)sulfonyl]-1,4-diazepan-2,5-dione), ClC1=CC=C(C=C1)S(=O)(=O)N1CC(NC\C(\C1=O)=C/C1=C(C=CC(=C1)O)OC)=O ((6E)-4-[(4-chlorophenyl)sulfonyl]-6-(5-hydroxy-2-methoxybenzylidene)-1,4-diazepan-2,5-dione). Reaction SMILES: [CH3:1][O:2][C:3]1[CH:28]=[CH:27][C:26]([O:29]COC)=[CH:25][C:4]=1/[CH:5]=[C:6]1/[C:7](=[O:24])[N:8]([S:14]([C:17]2[CH:22]=[CH:21][C:20]([Cl:23])=[CH:19][CH:18]=2)(=[O:16])=[O:15])[CH2:9][C:10](=[O:13])[NH:11][CH2:12]/1.[OH:33][C:34]1[CH:59]=[CH:58][C:57]([CH3:60])=[CH:56][C:35]=1/[CH:36]=[C:37]1/[C:38](=[O:55])[N:39]([S:45]([C:48]2[CH:53]=[CH:52][C:51]([Cl:54])=[CH:50][CH:49]=2)(=[O:47])=[O:46])[CH2:40][C:41](=[O:44])[NH:42][CH2:43]/1>>[CH3:1][O:2][CH2:3][O:33][C:34]1[CH:59]=[CH:58][C:57]([CH3:60])=[CH:56][C:35]=1/[CH:36]=[C:37]1/[C:38](=[O:55])[N:39]([S:45]([C:48]2[CH:49]=[CH:50][C:51]([Cl:54])=[CH:52][CH:53]=2)(=[O:46])=[O:47])[CH2:40][C:41](=[O:44])[NH:42][CH2:43]/1.[Cl:23][C:20]1[CH:21]=[CH:22][C:17]([S:14]([N:8]2[C:7](=[O:24])/[C:6](=[CH:5]/[C:4]3[CH:25]=[C:26]([OH:29])[CH:27]=[CH:28][C:3]=3[O:2][CH3:1])/[CH2:12][NH:11][C:10](=[O:13])[CH2:9]2)(=[O:15])=[O:16])=[CH:18][CH:19]=1. Procedure details: (6E)-6-[2-methoxy-5-(methoxymethoxy)benzylidene]-4-[(4-chlorophenyl)sulfonyl]-1,4-diazepan-2,5-dione, synthesized by using, instead of the starting material of Reference Example 117, that is, the compound S6, the compound S22 for the similar procedure as in Reference Example 117, Reference Example 122, and Example 1, was used instead of the starting material compound of Example 193, that is, (6E)-6-[2-(methoxymethoxy)-5-methylbenzylidene]-4-[(4-chlorophenyl)sulfonyl]-1,4-diazepan-2,5-dione, for ... Starting materials: CC#N, COc1cccc(C(Oc2ccc3c(cnn3-c3ccc(F)cc3)c2)C(C)N)c1, CCOC(=O)C(C)(F)F. Yields the product COc1cccc(C(Oc2ccc3c(cnn3-c3ccc(F)cc3)c2)C(C)NC(=O)C(C)(F)F)c1. Reaction SMILES: [CH3:39][C:40]#[N:41].[F:10][c:11]1[cH:12][cH:13][c:14](-[n:17]2[n:18][cH:19][c:20]3[cH:21][c:22]([O:26][CH:27]([CH:28]([CH3:29])[NH2:30])[c:31]4[cH:32][c:33]([O:37][CH3:38])[cH:34][cH:35][cH:36]4)[cH:23][cH:24][c:25]23)[cH:15][cH:16]1.[F:1][C:2]([C:3](=[O:4])[O:5][CH2:6][CH3:7])([CH3:8])[F:9]>>[F:1][C:2]([C:3](=[O:4])[NH:30][CH:28]([CH:27]([O:26][c:22]1[cH:21][c:20]2[cH:19][n:18][n:17](-[c:14]3[cH:13][cH:12][c:11]([F:10])[cH:16][cH:15]3)[c:25]2[cH:24][cH:23]1)[c:31]1[cH:32][c:33]([O:37][CH3:38])[cH:34][cH:35][cH:36]1)[CH3:29])([CH3:8])[F:9]. The reactants are C(C)(C)(C)OC(=O)NC1CCC(CC1)OC1=NC=CC=C1NC=1C2=C(N=CN1)SC(=C2C)C(=O)O (4-[2-(4-tert-butoxycarbonylamino-cyclohexyloxy)-pyridin-3-ylamino]-5-methyl-thieno[2,3-d]pyrimidine-6-carboxylic acid), chlor-trimethyl-propylenamine, C(CC)N (propylamine), TEA. Run in C(Cl)Cl (DCM). Run at time 8 hour. The product is C(CC)NC(=O)C1=C(C2=C(N=CN=C2NC=2C(=NC=CC2)OC2CCC(CC2)N)S1)C (4-[2-(4-Amino-cyclohexyloxy)-pyridin-3-ylamino]-5-methyl-thieno[2,3-d]pyrimidine-6-carboxylic acid propyl amide). Reaction SMILES: C(OC([NH:8][CH:9]1[CH2:14][CH2:13][CH:12]([O:15][C:16]2[C:21]([NH:22][C:23]3[C:24]4[C:31]([CH3:32])=[C:30]([C:33](O)=[O:34])[S:29][C:25]=4[N:26]=[CH:27][N:28]=3)=[CH:20][CH:19]=[CH:18][N:17]=2)[CH2:11][CH2:10]1)=O)(C)(C)C.[CH2:36]([NH2:39])[CH2:37][CH3:38]>C(Cl)Cl>[CH2:36]([NH:39][C:33]([C:30]1[S:29][C:25]2[N:26]=[CH:27][N:28]=[C:23]([NH:22][C:21]3[C:16]([O:15][CH:12]4[CH2:11][CH2:10][CH:9]([NH2:8])[CH2:14][CH2:13]4)=[N:17][CH:18]=[CH:19][CH:20]=3)[C:24]=2[C:31]=1[CH3:32])=[O:34])[CH2:37][CH3:38]. Reported procedure: A mixture of 0.1 g 4-[2-(4-tert-butoxycarbonylamino-cyclohexyloxy)-pyridin-3-ylamino]-5-methyl-thieno[2,3-d]pyrimidine-6-carboxylic acid, 39.689 μl chlor-trimethyl-propylenamine, 24 μl propylamine, 30.664 μl TEA and 5 ml DCM was stirred at rt overnight. The reaction mixture was washed successively with 0.1 M hydrochloric acid and 0.1 M sodium hydroxide solution, dried and filtered. The filtrate was concentrated. The residue was triturated with diethylether. Reactants: O=C([O-])[O-], CC(C)Cc1ccc(O)cc1, CN(C)C=O, CCOC(=O)CCCn1cc(C(=O)c2cccc(CCl)c2)c2ccccc21, [K+], [K+]. The product is CCOC(=O)CCCn1cc(C(=O)c2cccc(COc3ccc(CC(C)C)cc3)c2)c2ccccc21. RXN SMILES: [C:39](=[O:40])([O-:41])[O-:42].[CH2:28]([CH:29]([CH3:30])[CH3:31])[c:32]1[cH:33][cH:34][c:35]([OH:38])[cH:36][cH:37]1.[CH3:45][N:46]([CH3:47])[CH:48]=[O:49].[Cl:1][CH2:2][c:3]1[cH:4][c:5]([C:6](=[O:7])[c:8]2[cH:9][n:10]([CH2:17][CH2:18][CH2:19][C:20](=[O:21])[O:22][CH2:23][CH3:24])[c:11]3[cH:12][cH:13][cH:14][cH:15][c:16]23)[cH:25][cH:26][cH:27]1.[K+:43].[K+:44]>>[CH2:2]([c:3]1[cH:4][c:5]([C:6](=[O:7])[c:8]2[cH:9][n:10]([CH2:17][CH2:18][CH2:19][C:20](=[O:21])[O:22][CH2:23][CH3:24])[c:11]3[cH:12][cH:13][cH:14][cH:15][c:16]23)[cH:25][cH:26][cH:27]1)[O:38][c:35]1[cH:34][cH:33][c:32]([CH2:28][CH:29]([CH3:30])[CH3:31])[cH:37][cH:36]1. The reactants are [Al+3], COC(=O)c1ccc(-c2coc3ccc(-c4nnc(C)o4)cc23)cc1, [H-], [H-], [H-], [H-], [Li+], [Na+], [Na+], C1CCOC1, O, O, O, O, O, O, O, O, O, O, O=S(=O)([O-])[O-]. The product is Cc1nnc(-c2ccc3occ(-c4ccc(CO)cc4)c3c2)o1. Reaction SMILES: [Al+3:27].[CH3:1][c:2]1[n:3][n:4][c:5](-[c:7]2[cH:8][cH:9][c:10]3[c:11]([c:12](-[c:15]4[cH:16][cH:17][c:18]([C:19](=[O:20])[O:21][CH3:22])[cH:23][cH:24]4)[cH:13][o:14]3)[cH:25]2)[o:6]1.[H-:26].[H-:29].[H-:30].[H-:31].[Li+:28].[Na+:47].[Na+:48].[O:49]1[CH2:50][CH2:51][CH2:52][CH2:53]1.[OH2:32].[OH2:33].[OH2:34].[OH2:35].[OH2:36].[OH2:37].[OH2:38].[OH2:39].[OH2:40].[OH2:41].[S:42]([O-:43])([O-:44])(=[O:45])=[O:46]>>[CH3:1][c:2]1[n:3][n:4][c:5](-[c:7]2[cH:8][cH:9][c:10]3[c:11]([c:12](-[c:15]4[cH:16][cH:17][c:18]([CH2:19][OH:20])[cH:23][cH:24]4)[cH:13][o:14]3)[cH:25]2)[o:6]1. The reactants are CC1(O)CN(C2CN(C(=O)OC(C)(C)C)C2)C1, ClCCl, O=C(O)C(F)(F)F. The product is CC1(O)CN(C2CNC2)C1. As a reaction SMILES: [C:1]([O:2][C:3](=[O:4])[N:8]1[CH2:9][CH:10]([N:12]2[CH2:13][C:14]([CH3:16])([OH:17])[CH2:15]2)[CH2:11]1)([CH3:5])([CH3:6])[CH3:7].[Cl:18][CH2:19][Cl:20].[F:21][C:22]([F:23])([F:24])[C:25]([OH:26])=[O:27]>>[NH:8]1[CH2:9][CH:10]([N:12]2[CH2:13][C:14]([CH3:16])([OH:17])[CH2:15]2)[CH2:11]1.